The task is: describe an organic reaction: reactants, conditions, products, and yield. This data is from the Open Reaction Database (ORD), a public repository of structured organic reaction records. The reactants are [N+](=O)([O-])C1=C(C=CC(=C1)NC(C)=O)OC (2-nitro-4-acetamidoanisole), C(CC(=O)C)(=O)OCC (ethyl acetoacetate), [H][H] (hydrogen), [H][H] (hydrogen). The reagents and catalysts are [Pt] (Pt/C), C1(=CC=C(C=C1)S(=O)(=O)O)C (p-toluenesulfonic acid). The solvent is C(C)(C)O (isopropyl alcohol). Product: COC1=C(C=C(C=C1)NC(C)=O)NC(CC(=O)OCC)C (ethyl 3-(2'-methoxy-5-acetamidophenylamino)butyrate). The yield is 97.7%. Reaction SMILES: [N+:1]([C:4]1[CH:9]=[C:8]([NH:10][C:11](=[O:13])[CH3:12])[CH:7]=[CH:6][C:5]=1[O:14][CH3:15])([O-])=O.[C:16]([O:22][CH2:23][CH3:24])(=[O:21])[CH2:17][C:18]([CH3:20])=O.[H][H]>[Pt].C1(C)C=CC(S(O)(=O)=O)=CC=1.C(O)(C)C>[CH3:15][O:14][C:5]1[CH:6]=[CH:7][C:8]([NH:10][C:11](=[O:13])[CH3:12])=[CH:9][C:4]=1[NH:1][CH:18]([CH3:20])[CH2:17][C:16]([O:22][CH2:23][CH3:24])=[O:21]. Procedure: A mixture of 105.0 g (0.5 mole) of 2-nitro-4-acetamidoanisole, 67.0 g (0.5 mole) of ethyl acetoacetate, 550 ml of isopropyl alcohol, 10.0 g of 5% Pt/C, and 3.0 g of p-toluenesulfonic acid is treated in an autoclave at 165° C. with 1,000 psi of hydrogen until the uptake of hydrogen ceases. The solvent and catalyst are removed. Upon standing, 143.8 g (98%) of ethyl 3-(2'-methoxy-5-acetamidophenylamino)butyrate is obtained. Reactants: peptide, C[N+](C)(C)CCSS(=O)(=O)C.[Br-] (MTSET), C([C@H]([C@@H](CS)O)O)S (DTT), C(CO)N(CCO)C(CO)(CO)CO (BisTris), CCCCCCN=C(N)N=C(N)N (pHMB), C1CN(CCN1CCO)CCS(=O)(=O)O (Hepes), [Na+].[Cl-] (NaCl), peptide, NO (NH2OH). Run at time 1 hour. Yields the product N[C@@H](CC1=CNC=N1)C(=O)O (Histidine). RXN SMILES: C1[N:6](CCO)[CH2:5][CH2:4][N:3]([CH2:10]CS(O)(=O)=O)C1.[Na+].[Cl-].C[N+](CCSS(C)(=O)=[O:26])(C)C.[Br-].NO.CCCCCCN=C(N=C(N)N)N.C(S)[C@@H](O)[C@H](O)CS.C([N:56]([C:60]([CH2:65]O)([CH2:63][OH:64])CO)CCO)CO>>[NH2:56][C@H:60]([C:63]([OH:26])=[O:64])[CH2:65][C:4]1[N:3]=[CH:10][NH:6][CH:5]=1 |f:1.2,3.4|. Reported procedure: Reactions were assembled in a volume of 260 μl containing 50 mM Hepes buffer, 150 mM NaCl, pH 7.5 and as indicated 5 μM SrtADN in 50 mM BisTris, pH 7.5, 10 μM LPXTG peptide (DABCYL-QALPETGEE-EDANS), 10 μM TGXLP peptide (DABCYL-QATGELPEE-EDANS), 5 mM MTSET, 0.2 M NH2OH, 5 mM pHMB or 10 mM DTT. Incubations were carried out for 1 hour at 37° C. Samples were analyzed in a fluorimeter using 395 nm for excitation and 495 nm for recordings.